The task is: describe an organic reaction: reactants, conditions, products, and yield. This data is from the Open Reaction Database (ORD), a public repository of structured organic reaction records. The reactants are [BH4-], CO, [Na+], O=P([O-])([O-])[O-], Cc1c(-c2ccncc2)sc(-c2ccncc2)c1C=O. The product is Cc1c(-c2ccncc2)sc(-c2ccncc2)c1CO. Reaction SMILES: [BH4-:21].[CH3:28][OH:29].[Na+:22].[O-:23][P:24](=[O:25])([O-:26])[O-:27].[n:1]1[cH:2][cH:3][c:4](-[c:7]2[s:8][c:9](-[c:15]3[cH:16][cH:17][n:18][cH:19][cH:20]3)[c:10]([CH3:14])[c:11]2[CH:12]=[O:13])[cH:5][cH:6]1>>[n:1]1[cH:2][cH:3][c:4](-[c:7]2[s:8][c:9](-[c:15]3[cH:16][cH:17][n:18][cH:19][cH:20]3)[c:10]([CH3:14])[c:11]2[CH2:12][OH:13])[cH:5][cH:6]1. Reactants: C(C1=CC=CC=C1)NC (benzyl methyl amine), solution, C(C1=CC=CC=C1)NC (benzyl methyl amine), C1(=CC=CC=C1)[C@]12C(OC[C@@H]2C1)=O ((1S,5R)-1-phenyl-3-oxa-bicyclo[3.1.0]hexan-2-one), [Al+3].[Cl-].[Cl-].[Cl-] (AlCl3). The solvent is C1CCOC1 (THF), C(Cl)Cl (CH2Cl2). Conditions: temperature 0 celsius, time 24 hour. Yields the product C(C1=CC=CC=C1)N(C(=O)[C@@]1([C@@H](C1)CO)C1=CC=CC=C1)C ((1S,2R)-2-Hydroxymethyl-1-phenyl-cyclopropanecarboxylic acid benzyl-methyl-amide). Reaction SMILES: [C:1]1([C@:7]23[CH2:12][C@H:11]2[CH2:10][O:9][C:8]3=[O:13])[CH:6]=[CH:5][CH:4]=[CH:3][CH:2]=1.[Al+3].[Cl-].[Cl-].[Cl-].[CH2:18]([NH:25][CH3:26])[C:19]1[CH:24]=[CH:23][CH:22]=[CH:21][CH:20]=1>C(Cl)Cl.C1COCC1>[CH2:18]([N:25]([CH3:26])[C:8]([C@@:7]1([C:1]2[CH:6]=[CH:5][CH:4]=[CH:3][CH:2]=2)[CH2:12][C@H:11]1[CH2:10][OH:9])=[O:13])[C:19]1[CH:24]=[CH:23][CH:22]=[CH:21][CH:20]=1 |f:1.2.3.4|. Procedure: To a solution of (1S,5R)-1-phenyl-3-oxa-bicyclo[3.1.0]hexan-2-one (10.5 g, 60.0 mmol) in CH2Cl2 (200 mL) was added AlCl3 (16.0 g, 120 mmol) and then the mixture was cooled to 0° C., and then benzyl methyl amine (240 mmol, as a 2.0M solution of benzyl methyl amine in THF) was added slowly. The mixture was stirred at room temperature for 24 h, and then the reaction was quenched with saturated aqueous NH4Cl. After addition of CH2Cl2 and H2O, the resulting mixture was partitioned. The organic layer ...